Task: describe an organic reaction: reactants, conditions, products, and yield. Dataset: the Open Reaction Database (ORD), a public repository of structured organic reaction records Starting materials: CC(C)(C)NCC(O)c1ccc([N+](=O)[O-])cc1, O=C(Cl)Cl, ClCCl, c1ccccc1. Product: CC(C)(C)N1CC(c2ccc([N+](=O)[O-])cc2)OC1=O. RXN SMILES: [C:1]([CH3:2])([CH3:3])([CH3:4])[NH:5][CH2:6][CH:7]([c:8]1[cH:9][cH:10][c:11]([N+:14](=[O:15])[O-:16])[cH:12][cH:13]1)[OH:17].[Cl:18][C:19]([Cl:20])=[O:21].[Cl:22][CH2:23][Cl:24].[cH:25]1[cH:26][cH:27][cH:28][cH:29][cH:30]1>>[C:1]([CH3:2])([CH3:3])([CH3:4])[N:5]1[CH2:6][CH:7]([c:8]2[cH:9][cH:10][c:11]([N+:14](=[O:15])[O-:16])[cH:12][cH:13]2)[O:17][C:19]1=[O:21]. Reactants: COC(=O)CCc1ccc(N(CCCl)CCCl)cc1, Cl, [Na+], [OH-], O. The product is O=C(O)CCc1ccc(N(CCCl)CCCl)cc1. As a reaction SMILES: [Cl:2][CH2:3][CH2:4][N:5]([CH2:6][CH2:7][Cl:8])[c:9]1[cH:10][cH:11][c:12]([CH2:15][CH2:16][C:17](=[O:18])[O:19][CH3:20])[cH:13][cH:14]1.[ClH:1].[Na+:22].[OH-:21].[OH2:23]>>[Cl:2][CH2:3][CH2:4][N:5]([CH2:6][CH2:7][Cl:8])[c:9]1[cH:10][cH:11][c:12]([CH2:15][CH2:16][C:17](=[O:18])[OH:19])[cH:13][cH:14]1. The reactants are C(Cl)(Cl)Cl (chloroform), N1=C(Cl)N=C(Cl)N=C1Cl (cyanuric chloride), C(CCCCCCCCCCC)O (lauryl alcohol), [OH-].[Na+] (sodium hydroxide). Solvent: O1CCOCC1 (dioxane). Run at time 3 hour. Yields the product C(CCCCCCCCCCC)OC1=NC(=NC(=N1)OCCCCCCCCCCCC)Cl (2,4-dilauroxy-6-chloro-s-triazine). The yield is 60.1%. RXN SMILES: [N:1]1[C:8]([Cl:9])=[N:7][C:5](Cl)=[N:4][C:2]=1Cl.[CH2:10]([OH:22])[CH2:11][CH2:12][CH2:13][CH2:14][CH2:15][CH2:16][CH2:17][CH2:18][CH2:19][CH2:20][CH3:21].[OH-:23].[Na+].C(Cl)(Cl)Cl>O1CCOCC1>[CH2:10]([O:22][C:2]1[N:4]=[C:5]([O:23][CH2:21][CH2:20][CH2:19][CH2:18][CH2:17][CH2:16][CH2:15][CH2:14][CH2:13][CH2:12][CH2:11][CH3:10])[N:7]=[C:8]([Cl:9])[N:1]=1)[CH2:11][CH2:12][CH2:13][CH2:14][CH2:15][CH2:16][CH2:17][CH2:18][CH2:19][CH2:20][CH3:21] |f:2.3|. Reported procedure: To a solution of 18.4 g (0.1 mole) of cyanuric chloride and 38.0 g (0.2 moles) of lauryl alcohol in 200 ml of dioxane there were added 9.9 g (0.25 moles) of powdered sodium hydroxide over a period of 10 minutes at a reaction temperature in the range of 25° to 45° C. After 3 hours the reaction mixture was found to be converted. The reaction mixture was poured into chloroform and further treated as indicated in Example I. After evaporation there were obtained 30.4 g of a white, solid substance whi... The reactants are BrC1=C(C=C(C=C1)OC)O (2-bromo-5-methoxy-phenol), CN(C=O)C (dimethylformamide). The reagents and catalysts are C=1C=CC(=CC1)[P](C=2C=CC=CC2)(C=3C=CC=CC3)[Pd]([P](C=4C=CC=CC4)(C=5C=CC=CC5)C=6C=CC=CC6)([P](C=7C=CC=CC7)(C=8C=CC=CC8)C=9C=CC=CC9)[P](C=1C=CC=CC1)(C=1C=CC=CC1)C=1C=CC=CC1 (tetrakis(triphenylphosphine)palladium), [C-]#N.[Zn+2].[C-]#N (Zinc cyanide). Reaction conditions: temperature 95 celsius. Product: OC1=C(C#N)C=CC(=C1)OC (2-hydroxy-4-methoxy-benzonitrile). Isolated yield 16.0%. Reaction SMILES: Br[C:2]1[CH:7]=[CH:6][C:5]([O:8][CH3:9])=[CH:4][C:3]=1[OH:10].[CH3:11][N:12](C)C=O>[C-]#N.[Zn+2].[C-]#N.C1C=CC([P]([Pd]([P](C2C=CC=CC=2)(C2C=CC=CC=2)C2C=CC=CC=2)([P](C2C=CC=CC=2)(C2C=CC=CC=2)C2C=CC=CC=2)[P](C2C=CC=CC=2)(C2C=CC=CC=2)C2C=CC=CC=2)(C2C=CC=CC=2)C2C=CC=CC=2)=CC=1>[OH:10][C:3]1[CH:4]=[C:5]([O:8][CH3:9])[CH:6]=[CH:7][C:2]=1[C:11]#[N:12] |f:2.3.4,^1:24,26,45,64|. Reported procedure: Zinc cyanide (1.282 g, 0.770 mmol) and 2-bromo-5-methoxy-phenol (3 g, 14.18 mmol) were taken into dimethylformamide (15 mL) and the mixture was degassed with argon for 45 min. To this was added tetrakis(triphenylphosphine)palladium (993 mg, 0.852 mmol), and the reaction mixture was sealed after being degassed for 30 min. After heated at 95° C. for 2 d, the reaction mixture was cooled to room temperature and worked up with water and diethyl ether. The ethereal extracts were washed with brine and ...